This data is from the Open Reaction Database (ORD), a public repository of structured organic reaction records. The task is: describe an organic reaction: reactants, conditions, products, and yield Reactants: C(C)(C)(C)C1=CC=C(C(=O)NC=2C=CC(=NC2)C2=CC=C3CN(C(C3=C2)=O)[C@H](C(=O)OC)C(C)C)C=C1 ((S)-Methyl 2-(6-(5-(4-tert-butylbenzamido)pyridin-2-yl)-1-oxoisoindolin-2-yl)-3-methylbutanoate), NC=1C=CC(=NC1)C1=CC=C2CN(C(C2=C1)=O)[C@H](C(=O)OC)C(C)C ((S)-Methyl 2-(6-(5-aminopyridin-2-yl)-1-oxoisoindolin-2-yl)-3-methylbutanoate), C(CCC)OC1=CC=C(C(=O)Cl)C=C1 (4-n-butoxy benzoyl chloride). The product is C(CCC)OC1=CC=C(C(=O)NC=2C=CC(=NC2)C2=CC=C3CN(C(C3=C2)=O)[C@H](C(=O)OC)C(C)C)C=C1 ((S)-Methyl 2-(6-(5-(4-butoxybenzamido)pyridin-2-yl)-1-oxoisoindolin-2-yl)-3-methylbutanoate). Isolated yield 69.0%. Reaction SMILES: C([C:5]1[CH:37]=[CH:36][C:8]([C:9]([NH:11][C:12]2[CH:13]=[CH:14][C:15]([C:18]3[CH:26]=[C:25]4[C:21]([CH2:22][N:23]([C@@H:28]([CH:33]([CH3:35])[CH3:34])[C:29]([O:31][CH3:32])=[O:30])[C:24]4=[O:27])=[CH:20][CH:19]=3)=[N:16][CH:17]=2)=[O:10])=[CH:7][CH:6]=1)(C)(C)C.NC1C=CC(C2C=[C:52]3[C:48](CN([C@@H](C(C)C)C(OC)=O)[C:51]3=[O:54])=[CH:47]C=2)=NC=1.C(OC1C=CC(C(Cl)=O)=CC=1)CCC>>[CH2:51]([O:54][C:5]1[CH:37]=[CH:36][C:8]([C:9]([NH:11][C:12]2[CH:13]=[CH:14][C:15]([C:18]3[CH:26]=[C:25]4[C:21]([CH2:22][N:23]([C@@H:28]([CH:33]([CH3:34])[CH3:35])[C:29]([O:31][CH3:32])=[O:30])[C:24]4=[O:27])=[CH:20][CH:19]=3)=[N:16][CH:17]=2)=[O:10])=[CH:7][CH:6]=1)[CH2:52][CH2:48][CH3:47]. Reported procedure: The compound of example 411 was prepared analogous to the compound of example 403 by reaction of the compound of example 392 with 4-n-butoxy benzoyl chloride. The reactants are N/C(=C(/C#N)\N)/C#N (Diaminomaleonitrile), N#CCl (cyanogen chloride). Solvent: O1CCCC1 (tetrahydrofuran). The product is NC=1NC(=C(N1)C#N)C#N (2-amino-4,5-dicyanoimidazole). RXN SMILES: [NH2:1]/[C:2](/[C:7]#[N:8])=[C:3](\[NH2:6])/[C:4]#[N:5].[N:9]#[C:10]Cl>O1CCCC1>[NH2:9][C:10]1[NH:1][C:2]([C:7]#[N:8])=[C:3]([C:4]#[N:5])[N:6]=1. Procedure details: Diaminomaleonitrile (26.2 g]was added in portions to a solution containing cyanogen chloride (14.9 g) in tetrahydrofuran (200 ml). The mixture was then warmed to room temperature and finally heated under reflux for 1 hour. The resulting brown solid was collected by filtration and washed with a solution of sodium acetate. The remaining solid was dissolved in a sodium bicarbonate solution and treated with charcoal, filtered and acidified to give 2-amino-4,5-dicyanoimidazole, m.p. 276°-278°. Reactants: COC(CCNC(C1=CC=C(C=C1)C(CCCC(F)(F)F)OC1=CC(=C(C(=C1)C)Br)C)=O)=O (3-{4-[1-(4-bromo-3,5-dimethyl-phenoxy)-5,5,5-trifluoro-pentyl]-benzoylamino}-propionic acid methyl ester), C(C)B(O)O (ethyl boronic acid). Yields the product C(C)C1=C(C=C(OC(CCCC(F)(F)F)C2=CC=C(C(=O)NCCC(=O)O)C=C2)C=C1C)C (Racemic 3-{4-[1-(4-ethyl-3,5-dimethyl-phenoxy)-5,5,5-trifluoro-pentyl]-benzoylamino}-propionic acid). As a reaction SMILES: C[O:2][C:3](=[O:33])[CH2:4][CH2:5][NH:6][C:7](=[O:32])[C:8]1[CH:13]=[CH:12][C:11]([CH:14]([O:22][C:23]2[CH:28]=[C:27]([CH3:29])[C:26](Br)=[C:25]([CH3:31])[CH:24]=2)[CH2:15][CH2:16][CH2:17][C:18]([F:21])([F:20])[F:19])=[CH:10][CH:9]=1.[CH2:34](B(O)O)[CH3:35]>>[CH2:34]([C:26]1[C:27]([CH3:29])=[CH:28][C:23]([O:22][CH:14]([C:11]2[CH:12]=[CH:13][C:8]([C:7]([NH:6][CH2:5][CH2:4][C:3]([OH:2])=[O:33])=[O:32])=[CH:9][CH:10]=2)[CH2:15][CH2:16][CH2:17][C:18]([F:21])([F:20])[F:19])=[CH:24][C:25]=1[CH3:31])[CH3:35]. Procedure: The title compound is prepared in a manner substantially similar to Example 128 starting from 3-{4-[1-(4-bromo-3,5-dimethyl-phenoxy)-5,5,5-trifluoro-pentyl]-benzoylamino}-propionic acid methyl ester and ethyl boronic acid. MS: 464.2 [M−H]−. Yields the product C(C)(=O)N[C@@H](C)C(=O)N[C@@H](C)C(=O)N[C@@H](CC(C)C)C(=O)O (acetylalanylalanylleucine). Procedure: Acetylalanylalanylleucine benzyl ester (2 mmole) is dissolved in denaturated ethyl alcohol (0.5 gal. benzene added to 100 gal. of absolute ethanol) (15 ml) and hydrogenated over 10% palladium/charcoal (0.1 gm) at 40 psi for 1/2 hour. The solution was filtered through Celite and evaporated in vacuo. The residue is triturated with diethyl ether to give crystalline acetylalanylalanylleucine, m.p. 185°-186°. Reagents/catalysts: [Pd] (palladium/charcoal). Run in C(C)O (ethyl alcohol). Starting materials: C(C1=CC=CC=C1)OC([C@@H](NC([C@@H](NC([C@@H](NC(C)=O)C)=O)C)=O)CC(C)C)=O (Acetylalanylalanylleucine benzyl ester). Reaction SMILES: C([O:8][C:9](=[O:29])[C@H:10]([CH2:25][CH:26]([CH3:28])[CH3:27])[NH:11][C:12](=[O:24])[C@H:13]([CH3:23])[NH:14][C:15](=[O:22])[C@H:16]([CH3:21])[NH:17][C:18](=[O:20])[CH3:19])C1C=CC=CC=1>C(O)C.[Pd]>[C:18]([NH:17][C@H:16]([C:15]([NH:14][C@H:13]([C:12]([NH:11][C@H:10]([C:9]([OH:29])=[O:8])[CH2:25][CH:26]([CH3:27])[CH3:28])=[O:24])[CH3:23])=[O:22])[CH3:21])(=[O:20])[CH3:19]. The reactants are CCS(=O)(=O)NC(c1cncc(Br)c1)C1CC1, O=C([O-])[O-], OB(O)c1ccccc1Cl, [Na+], [Na+], Cl[Pd]Cl, c1ccc(P(c2ccccc2)c2ccccc2)cc1, c1ccc(P(c2ccccc2)c2ccccc2)cc1. The product is CCS(=O)(=O)NC(c1cncc(-c2ccccc2Cl)c1)C1CC1. Reaction SMILES: [Br:11][c:12]1[cH:13][c:14]([CH:18]([NH:19][S:20](=[O:21])(=[O:22])[CH2:23][CH3:24])[CH:25]2[CH2:26][CH2:27]2)[cH:15][n:16][cH:17]1.[C:28](=[O:29])([O-:30])[O-:31].[Cl:1][c:2]1[c:3]([B:8]([OH:9])[OH:10])[cH:4][cH:5][cH:6][cH:7]1.[Na+:32].[Na+:33].[Pd:34]([Cl:35])[Cl:36].[c:37]1([P:38]([c:39]2[cH:40][cH:41][cH:42][cH:43][cH:44]2)[c:45]2[cH:46][cH:47][cH:48][cH:49][cH:50]2)[cH:51][cH:52][cH:53][cH:54][cH:55]1.[c:56]1([P:57]([c:58]2[cH:59][cH:60][cH:61][cH:62][cH:63]2)[c:64]2[cH:65][cH:66][cH:67][cH:68][cH:69]2)[cH:70][cH:71][cH:72][cH:73][cH:74]1>>[Cl:1][c:2]1[c:3](-[c:12]2[cH:13][c:14]([CH:18]([NH:19][S:20](=[O:21])(=[O:22])[CH2:23][CH3:24])[CH:25]3[CH2:26][CH2:27]3)[cH:15][n:16][cH:17]2)[cH:4][cH:5][cH:6][cH:7]1. The reactants are N1(CCOCC1)C=1N=C(NC(C1)=O)CC(=O)[O-].[Na+] (sodium [4-(morpholin-4-yl)-6-oxo-1,6-dihydropyrimidin-2-yl]acetate), O1CCNC2=C1C=CC=C2 (3,4-dihydro-2H-1,4-benzoxazine). Yields the product O1CCN(C2=C1C=CC=C2)C(CC2=NC(=CC(N2)=O)N2CCOCC2)=O (2-[2-(2,3-dihydro-4H-1,4-benzoxazin-4-yl)-2-oxoethyl]-6-(morpholin-4-yl)pyrimidin-4(3H)-one). As a reaction SMILES: [N:1]1([C:7]2[N:8]=[C:9]([CH2:14][C:15]([O-:17])=O)[NH:10][C:11](=[O:13])[CH:12]=2)[CH2:6][CH2:5][O:4][CH2:3][CH2:2]1.[Na+].[O:19]1[C:24]2[CH:25]=[CH:26][CH:27]=[CH:28][C:23]=2[NH:22][CH2:21][CH2:20]1>>[O:19]1[C:24]2[CH:25]=[CH:26][CH:27]=[CH:28][C:23]=2[N:22]([C:15](=[O:17])[CH2:14][C:9]2[NH:10][C:11](=[O:13])[CH:12]=[C:7]([N:1]3[CH2:2][CH2:3][O:4][CH2:5][CH2:6]3)[N:8]=2)[CH2:21][CH2:20]1 |f:0.1|. Reported procedure: The product is prepared according to the procedure described in Example 5, using 260 mg of sodium [4-(morpholin-4-yl)-6-oxo-1,6-dihydropyrimidin-2-yl]acetate and 270 mg of 3,4-dihydro-2H-1,4-benzoxazine in place of the 2,4-difluoroaniline. After purification by silica column chromatography, elution being carried out with CH2Cl2/MeOH 95/05, 150 mg of 2-[2-(2,3-dihydro-4H-1,4-benzoxazin-4-yl)-2-oxoethyl]-6-(morpholin-4-yl)pyrimidin-4(3H)-one are obtained in the form of a white solid, the character... Starting materials: ClC1=C(C#N)C=C(C=N1)C1=NC(=NC=C1)NC=1C=NC(=CC1)CN1CCOCC1 (2-Chloro-5-[2-(6-morpholin-4-ylmethyl-pyridin-3-ylamino)-pyrimidin-4-yl]-nicotinonitrile), Cl.N1C(CCC1)CC(=O)N (2-(pyrrolidin-2-yl)acetamide-HCl), CCN(C(C)C)C(C)C (DIPEA), CO.C(Cl)(Cl)Cl (MeOH CHCl3). Solvent: CCO (EtOH). The product is C(#N)C=1C(=NC=C(C1)C1=NC(=NC=C1)NC=1C=NC(=CC1)CN1CCOCC1)N1C(CCC1)CC(=O)N (2-(1-{3-Cyano-5-[2-(6-morpholin-4-ylmethyl-pyridin-3-ylamino)-pyrimidin-4-yl]-pyridin-2-yl}-pyrrolidin-2-yl)-acetamide). As a reaction SMILES: Cl[C:2]1[N:9]=[CH:8][C:7]([C:10]2[CH:15]=[CH:14][N:13]=[C:12]([NH:16][C:17]3[CH:18]=[N:19][C:20]([CH2:23][N:24]4[CH2:29][CH2:28][O:27][CH2:26][CH2:25]4)=[CH:21][CH:22]=3)[N:11]=2)=[CH:6][C:3]=1[C:4]#[N:5].Cl.[NH:31]1[CH2:35][CH2:34][CH2:33][CH:32]1[CH2:36][C:37]([NH2:39])=[O:38].CCN(C(C)C)C(C)C.CO.C(Cl)(Cl)Cl>CCO>[C:4]([C:3]1[C:2]([N:31]2[CH2:35][CH2:34][CH2:33][CH:32]2[CH2:36][C:37]([NH2:39])=[O:38])=[N:9][CH:8]=[C:7]([C:10]2[CH:15]=[CH:14][N:13]=[C:12]([NH:16][C:17]3[CH:18]=[N:19][C:20]([CH2:23][N:24]4[CH2:29][CH2:28][O:27][CH2:26][CH2:25]4)=[CH:21][CH:22]=3)[N:11]=2)[CH:6]=1)#[N:5] |f:1.2,4.5|. Procedure: To a solution of compound 18 (100 mg, 0.24 mmol) in EtOH (5 mL) was added 2-(pyrrolidin-2-yl)acetamide-HCl (160 mg, 1.22 mmol) and DIPEA (0.22 mL, 1.22 mmol) at rt and the reaction mixture was heated at reflux for 16 h. The reaction mixture was cooled to rt, concentrated to half of its volume and triturated with n-pentane, the precipitated solid was collected by filtration to obtain DMX-130 (80 mg, 65%) as a white solid. Rf: 0.4 (10% MeOH/CHCl3); (m/z): 499.8 [M+1]+; 1H NMR (300 MHz, DMSO-d6): δ... Starting materials: N(=NC(=O)OCC)C(=O)OCC (diethyl azodicarboxylate), C1(=CC=CC=C1)C (toluene), BrC1=C(C(=C(C(=C1)C(CO)(C)C1=CC=C(C=C1)C(C)C)O)C)C (4-bromo-6-(2-hydroxy-1-(4-isopropylphenyl)-1-methylethyl)-2,3-dimethylphenol), Example 22, C1(=CC=CC=C1)P(C1=CC=CC=C1)C1=CC=CC=C1 (triphenylphosphine). Run in C1CCOC1 (THF). Reaction conditions: time 1 hour. Product: BrC=1C(=C(C2=C(C(CO2)(C)C2=CC=C(C=C2)C(C)C)C1)C)C (5-bromo-3-(4-isopropylphenyl)-3,6,7-trimethyl-2,3-dihydro-1-benzofuran). As a reaction SMILES: [Br:1][C:2]1[CH:7]=[C:6]([C:8]([C:12]2[CH:17]=[CH:16][C:15]([CH:18]([CH3:20])[CH3:19])=[CH:14][CH:13]=2)([CH3:11])[CH2:9][OH:10])[C:5](O)=[C:4]([CH3:22])[C:3]=1[CH3:23].C1(P(C2C=CC=CC=2)C2C=CC=CC=2)C=CC=CC=1.N(C(OCC)=O)=NC(OCC)=O.C1(C)C=CC=CC=1>C1COCC1>[Br:1][C:2]1[C:3]([CH3:23])=[C:4]([CH3:22])[C:5]2[O:10][CH2:9][C:8]([C:12]3[CH:13]=[CH:14][C:15]([CH:18]([CH3:20])[CH3:19])=[CH:16][CH:17]=3)([CH3:11])[C:6]=2[CH:7]=1. Procedure details: To a solution of 4-bromo-6-(2-hydroxy-1-(4-isopropylphenyl)-1-methylethyl)-2,3-dimethylphenol obtained in Reference Example 22 (830 mg, 2.21 mmol) and triphenylphosphine (638 mg, 2.43 mmol) in THF (60 mL) was added diethyl azodicarboxylate (a 40% toluene solution, 1.06 g, 2.43 mmol) with ice-cooling, and the mixture was stirred at room temperature for 1 hour. The solvent was concentrated under reduced pressure to obtain a residue, which was purified by silica gel column chromatography (hexane:et... The reactants are B, C1CCOC1, CC1C(c2cc(C(F)(F)F)cc(C(F)(F)F)c2)OC(=O)N1Cc1nc(C2CC2)ccc1-c1cc(CC(=O)O)ccc1F. Product: CC1C(c2cc(C(F)(F)F)cc(C(F)(F)F)c2)OC(=O)N1Cc1nc(C2CC2)ccc1-c1cc(CCO)ccc1F. RXN SMILES: [BH3:43].[CH2:44]1[O:45][CH2:46][CH2:47][CH2:48]1.[F:1][C:2]([c:3]1[cH:4][c:5]([CH:13]2[CH:14]([CH3:40])[N:15]([CH2:19][c:20]3[n:21][c:22]([CH:37]4[CH2:38][CH2:39]4)[cH:23][cH:24][c:25]3-[c:26]3[cH:27][c:28]([CH2:33][C:34](=[O:35])[OH:36])[cH:29][cH:30][c:31]3[F:32])[C:16](=[O:18])[O:17]2)[cH:6][c:7]([C:9]([F:10])([F:11])[F:12])[cH:8]1)([F:41])[F:42]>>[F:1][C:2]([c:3]1[cH:4][c:5]([CH:13]2[CH:14]([CH3:40])[N:15]([CH2:19][c:20]3[n:21][c:22]([CH:37]4[CH2:38][CH2:39]4)[cH:23][cH:24][c:25]3-[c:26]3[cH:27][c:28]([CH2:33][CH2:34][OH:35])[cH:29][cH:30][c:31]3[F:32])[C:16](=[O:18])[O:17]2)[cH:6][c:7]([C:9]([F:10])([F:11])[F:12])[cH:8]1)([F:41])[F:42]. The reactants are CC1=CC=C(C(=NO)Cl)C=C1 (4-methylbenzohydroximoyl chloride), CS(=O)(=O)Cl (methanesulfonyl chloride). Run in C1=CC=CC=C1 (benzene). Conditions: time 1 hour. Product: CS(=O)(=O)ON=C(C1=CC=C(C=C1)C)Cl (N-(methanesulfonyloxy)-4-methylbenzimidoyl chloride). The yield is 62.1%. As a reaction SMILES: [CH3:1][C:2]1[CH:11]=[CH:10][C:5]([C:6]([Cl:9])=[N:7][OH:8])=[CH:4][CH:3]=1.[CH3:12][S:13](Cl)(=[O:15])=[O:14]>C1C=CC=CC=1>[CH3:12][S:13]([O:8][N:7]=[C:6]([Cl:9])[C:5]1[CH:4]=[CH:3][C:2]([CH3:1])=[CH:11][CH:10]=1)(=[O:15])=[O:14]. Reported procedure: In a second synthesis, 10 g of 4-methylbenzohydroximoyl chloride, 6.7 g of methanesulfonyl chloride, and 160 ml of benzene were mixed in a 250-ml, three-necked, round-bottomed flask equipped with a stirrer, thermometer, and drying tube. Triethylamine (8.8 g) was added dropwise during 6 minutes at 5°-10°, and the mixture was stirred at that temperature for 1 hour. The reaction mixture was filtered, the solid was washed with benzene, the washes and filtrate were combined and concentrated, and the ...